Dataset: the Open Reaction Database (ORD), a public repository of structured organic reaction records. Task: describe an organic reaction: reactants, conditions, products, and yield The reactants are [BH4-], CC1(C)C(=O)Oc2ccc3cc(C#N)c(Cn4cncn4)cc3c21, CCO, [Na+], O. Product: CC1(C)c2c(ccc3cc(C#N)c(Cn4cncn4)cc23)OC1O. As a reaction SMILES: [BH4-:28].[CH3:1][C:2]1([CH3:24])[c:3]2[c:4]([cH:8][cH:9][c:10]3[cH:11][c:12]([C:22]#[N:23])[c:13]([CH2:16][n:17]4[n:18][cH:19][n:20][cH:21]4)[cH:14][c:15]23)[O:5][C:6]1=[O:7].[CH3:25][CH2:26][OH:27].[Na+:29].[OH2:30]>>[CH3:1][C:2]1([CH3:24])[c:3]2[c:4]([cH:8][cH:9][c:10]3[cH:11][c:12]([C:22]#[N:23])[c:13]([CH2:16][n:17]4[n:18][cH:19][n:20][cH:21]4)[cH:14][c:15]23)[O:5][CH:6]1[OH:7]. Reactants: O=C(C(=O)O)CCC(=O)O (2-Ketoglutaric acid), COC1=CC=C(CCl)C=C1 (p-methoxybenzyl chloride), aqueous solution, [OH-].C(CCC)[N+](CCCC)(CCCC)CCCC (tetrabutylammonium hydroxide), aqueous solution, P(O)(O)(O)=O (phosphoric acid). Solvent: CCCCCC (hexane), CC(C)O (2-propanol). The product is COC1=CC=C(COC(C(CCC(=O)O)=O)=O)C=C1 (2-Ketoglutaric acid 1-(p-methoxybenzyl) ester). Reaction SMILES: [O:1]=[C:2]([CH2:6][CH2:7][C:8]([OH:10])=[O:9])[C:3]([OH:5])=[O:4].[OH-].C([N+](CCCC)(CCCC)CCCC)CCC.[CH3:29][O:30][C:31]1[CH:38]=[CH:37][C:34]([CH2:35]Cl)=[CH:33][CH:32]=1.P(=O)(O)(O)O>CC(O)C.CCCCCC>[CH3:29][O:30][C:31]1[CH:38]=[CH:37][C:34]([CH2:35][O:4][C:3](=[O:5])[C:2](=[O:1])[CH2:6][CH2:7][C:8]([OH:10])=[O:9])=[CH:33][CH:32]=1 |f:1.2|. Procedure: 2-Ketoglutaric acid (98.5%, 1.484 g, 10.0 mmol) was suspended in 2-propanol (25 mL), cooled in ice and neutralized with a 40% aqueous solution of tetrabutylammonium hydroxide (5.9 mL, 9.0 mmol). The resulting solution was diluted with hexane (7 mL), dried in vacuo (below 30° C.), dissolved in a mixture of 2-propanol (15 mL) and hexane (5 mL) and dried as above to a viscous syrup (4.834 g). The residue was protected with argon, dissolved in N,N-dimethylacetamide (5 mL), and p-methoxybenzyl chlori... Starting materials: Cl, O=Cc1ccc(-c2nc3ccc(C4(c5ccccc5)CC4)nc3s2)c(F)c1, CC(N)CC(=O)O. The product is Cl, CC(CC(=O)O)NCc1ccc(-c2nc3ccc(C4(c5ccccc5)CC4)nc3s2)c(F)c1. As a reaction SMILES: [ClH:28].[F:1][c:2]1[cH:3][c:4]([CH:5]=[O:6])[cH:7][cH:8][c:9]1-[c:10]1[s:11][c:12]2[n:13][c:14]([C:19]3([c:22]4[cH:23][cH:24][cH:25][cH:26][cH:27]4)[CH2:20][CH2:21]3)[cH:15][cH:16][c:17]2[n:18]1.[NH2:29][CH:30]([CH2:31][C:32](=[O:33])[OH:34])[CH3:35]>>[ClH:28].[F:1][c:2]1[cH:3][c:4]([CH2:5][NH:29][CH:30]([CH2:31][C:32](=[O:33])[OH:34])[CH3:35])[cH:7][cH:8][c:9]1-[c:10]1[s:11][c:12]2[n:13][c:14]([C:19]3([c:22]4[cH:23][cH:24][cH:25][cH:26][cH:27]4)[CH2:20][CH2:21]3)[cH:15][cH:16][c:17]2[n:18]1. Reactants: O=C1C=C(C(=O)C=2C=CC=CC12)C, O=C(O)CCCC#C. Reaction conditions: temperature 40 celsius, time 16 hour. The yield is 59.0%. Run in O, O=S(C)C. The reagents and catalysts are O=S(=O)(O)OOS(=O)(=O)O.N. Product: O=C1C=2C=CC=CC2C(=O)C(=C1C)CCCC#C.